From a dataset of the Open Reaction Database (ORD), a public repository of structured organic reaction records. describe an organic reaction: reactants, conditions, products, and yield The reactants are CC(C)CC(Nc1nonc1-c1ccc(N2CCN(C(=O)OC(C)(C)C)CC2)cc1)C(=O)NCC#N, C1CCOC1, [Na+], O=C([O-])O. Product: CC(C)CC(Nc1nonc1-c1ccc(N2CCNCC2)cc1)C(=O)NCC#N. RXN SMILES: [C:1](#[N:2])[CH2:3][NH:4][C:5]([CH:6]([NH:7][c:8]1[n:9][o:10][n:11][c:12]1-[c:13]1[cH:14][cH:15][c:16]([N:19]2[CH2:20][CH2:21][N:22]([C:25]([O:26][C:27]([CH3:28])([CH3:29])[CH3:30])=[O:31])[CH2:23][CH2:24]2)[cH:17][cH:18]1)[CH2:32][CH:33]([CH3:34])[CH3:35])=[O:36].[CH2:42]1[O:43][CH2:44][CH2:45][CH2:46]1.[Na+:41].[O-:37][C:38]([OH:39])=[O:40]>>[C:1](#[N:2])[CH2:3][NH:4][C:5]([CH:6]([NH:7][c:8]1[n:9][o:10][n:11][c:12]1-[c:13]1[cH:14][cH:15][c:16]([N:19]2[CH2:20][CH2:21][NH:22][CH2:23][CH2:24]2)[cH:17][cH:18]1)[CH2:32][CH:33]([CH3:34])[CH3:35])=[O:36]. Starting materials: O1C(C1)C1=CC=C(C=C1)C1=NOC(=N1)C1=C(C(=NO1)C1=CC=CC=C1)C(F)(F)F (3-(4-(oxiran-2-yl)phenyl)-5-(3-phenyl-4-(trifluoromethyl)isoxazol-5-yl)-1,2,4-oxadiazole), 28C, N1CC(OCC1)CC(=O)O (2-(morpholin-2-yl)acetic acid). Solvent: CC(C)O (2-propanol), CS(=O)C (DMSO). Conditions: time 8 hour. Yields the product OC(CN1CC(OCC1)CC(=O)O)C1=CC=C(C=C1)C1=NOC(=N1)C1=C(C(=NO1)C1=CC=CC=C1)C(F)(F)F (2-(4-(2-Hydroxy-2-(4-(5-(3-phenyl-4-(trifluoromethyl)isoxazol-5-yl)-1,2,4-oxadiazol-3-yl)phenyl)ethyl)morpholin-2-yl)acetic acid). Reaction SMILES: [O:1]1[CH2:3][CH:2]1[C:4]1[CH:9]=[CH:8][C:7]([C:10]2[N:14]=[C:13]([C:15]3[O:19][N:18]=[C:17]([C:20]4[CH:25]=[CH:24][CH:23]=[CH:22][CH:21]=4)[C:16]=3[C:26]([F:29])([F:28])[F:27])[O:12][N:11]=2)=[CH:6][CH:5]=1.[NH:30]1[CH2:35][CH2:34][O:33][CH:32]([CH2:36][C:37]([OH:39])=[O:38])[CH2:31]1>CC(O)C.CS(C)=O>[OH:1][CH:2]([C:4]1[CH:9]=[CH:8][C:7]([C:10]2[N:14]=[C:13]([C:15]3[O:19][N:18]=[C:17]([C:20]4[CH:21]=[CH:22][CH:23]=[CH:24][CH:25]=4)[C:16]=3[C:26]([F:28])([F:27])[F:29])[O:12][N:11]=2)=[CH:6][CH:5]=1)[CH2:3][N:30]1[CH2:35][CH2:34][O:33][CH:32]([CH2:36][C:37]([OH:39])=[O:38])[CH2:31]1. Reported procedure: To a mixture of 3-(4-(oxiran-2-yl)phenyl)-5-(3-phenyl-4-(trifluoromethyl)isoxazol-5-yl)-1,2,4-oxadiazole, Preparation 28C (25 mg, 0.063 mmol) in 2-propanol (2 mL) and DMSO (1 mL) was added 2-(morpholin-2-yl)acetic acid (18.18 mg, 0.125 mmol). The reaction mixture was hated at 80° C. overnight. The crude material was purified via preparative LC/MS with the following conditions: Column: Waters XBridge C18, 19×250 mm, 5-μm particles; Guard Column: Waters XBridge C18, 19×10 mm, 5-μm particles; Mobil...